Task: describe an organic reaction: reactants, conditions, products, and yield. Dataset: the Open Reaction Database (ORD), a public repository of structured organic reaction records Reactants: CC(=O)N(C)c1ccc(S(=O)(=O)Cl)cc1, CNCCc1cccc(C)n1, CC(=O)[O-], CCO, [Na+], O. Yields the product CC(=O)N(C)c1ccc(S(=O)(=O)NCCc2cccc(C)n2)cc1. As a reaction SMILES: [C:12]([CH3:13])(=[O:14])[N:15]([CH3:16])[c:17]1[cH:18][cH:19][c:20]([S:23](=[O:24])(=[O:25])[Cl:26])[cH:21][cH:22]1.[CH3:1][NH:2][CH2:3][CH2:4][c:5]1[n:6][c:7]([CH3:11])[cH:8][cH:9][cH:10]1.[CH3:28][C:29](=[O:30])[O-:31].[CH3:33][CH2:34][OH:35].[Na+:27].[OH2:32]>>[NH:2]([CH2:3][CH2:4][c:5]1[n:6][c:7]([CH3:11])[cH:8][cH:9][cH:10]1)[S:23]([c:20]1[cH:19][cH:18][c:17]([N:15]([C:12]([CH3:13])=[O:14])[CH3:16])[cH:22][cH:21]1)(=[O:24])=[O:25]. Starting materials: NC1=CC=C(CN2CCN(CC2)C=2C=C(CNOC=C=O)C=CC2OC)C=C1 (3-[4-(4-aminobenzyl)piperazin-1-yl]-carbonylmethoxy-4-methoxybenzylamine), ClC=1C(NN=C(C1Cl)OC(C)C)=O (4,5-dichloro-6-isopropoxy-3(2H)-pyridazinone), CN(C)C (trimethylamine). Solvent: CO (methanol). Conditions: time 2 day. The product is ClC=1C(NN=C(C1N(CC1=CC(=C(C=C1)OC)N1CCN(CC1)CC1=CC=C(C=C1)N)OC=C=O)OC(C)C)=O (4-Chloro-5-[3-(4-(4-aminobenzyl)-piperazin-1-yl)-carbonylmethoxy-4-methoxybenzylamino]-6-isopropoxy-3(2H)-pyridazinone). The yield is 81.5%. Reaction SMILES: [NH2:1][C:2]1[CH:28]=[CH:27][C:5]([CH2:6][N:7]2[CH2:12][CH2:11][N:10]([C:13]3[CH:14]=[C:15]([CH:22]=[CH:23][C:24]=3[O:25][CH3:26])[CH2:16][NH:17][O:18][CH:19]=[C:20]=[O:21])[CH2:9][CH2:8]2)=[CH:4][CH:3]=1.[Cl:29][C:30]1[C:31](=[O:41])[NH:32][N:33]=[C:34]([O:37][CH:38]([CH3:40])[CH3:39])[C:35]=1Cl.CN(C)C>CO>[Cl:29][C:30]1[C:31](=[O:41])[NH:32][N:33]=[C:34]([O:37][CH:38]([CH3:39])[CH3:40])[C:35]=1[N:17]([O:18][CH:19]=[C:20]=[O:21])[CH2:16][C:15]1[CH:22]=[CH:23][C:24]([O:25][CH3:26])=[C:13]([N:10]2[CH2:9][CH2:8][N:7]([CH2:6][C:5]3[CH:4]=[CH:3][C:2]([NH2:1])=[CH:28][CH:27]=3)[CH2:12][CH2:11]2)[CH:14]=1. Reported procedure: A mixture comprising 1.6 g of 3-[4-(4-aminobenzyl)piperazin-1-yl]-carbonylmethoxy-4-methoxybenzylamine, 770 mg of 4,5-dichloro-6-isopropoxy-3(2H)-pyridazinone, 460 mg of trimethylamine and 20 ml of methanol, was refluxed under heating with stirring for 2 days. The solvent was distilled off under reduced pressure, and the residue was extracted with chloroform. The organic layer was washed with an aqueous potassium carbonate solution and then dried over anhydrous sodium sulfate. Then, the solvent ...